From a dataset of the Open Reaction Database (ORD), a public repository of structured organic reaction records. describe an organic reaction: reactants, conditions, products, and yield Starting materials: OS(=O)(=O)O (H2SO4), C(CC(=O)C)(=O)OC(C)(C)C.Cl (HCl tert-butyl acetoacetate). Product: O[C@@H](CC(=O)OC(C)(C)C)C (tert-Butyl 3(R)-hydroxybutyrate). Reaction SMILES: OS(O)(=O)=O.[C:6]([O:12][C:13]([CH3:16])([CH3:15])[CH3:14])(=[O:11])[CH2:7][C:8]([CH3:10])=[O:9].Cl>>[OH:9][C@H:8]([CH3:10])[CH2:7][C:6]([O:12][C:13]([CH3:16])([CH3:15])[CH3:14])=[O:11] |f:1.2|. Procedure: Following the procedure described in Example 3 with the exception that 2N H2SO4 was substituted for the 2N HCl tert-butyl acetoacetate was reduced to the titled product. As a reaction SMILES: [C:23](=[O:24])([OH:25])[O-:26].[F:8][c:9]1[cH:10][cH:11][c:12]([C:15]2([OH:22])[CH2:16][CH2:17][C:18](=[O:21])[CH2:19][CH2:20]2)[cH:13][cH:14]1.[Na+:27].[OH:1][C:2]([C:3]([F:4])([F:5])[F:6])=[O:7]>>[F:8][c:9]1[cH:10][cH:11][c:12]([C:15]2=[CH:16][CH2:17][C:18](=[O:21])[CH2:19][CH2:20]2)[cH:13][cH:14]1. Reactants: O=C([O-])O, O=C1CCC(O)(c2ccc(F)cc2)CC1, [Na+], O=C(O)C(F)(F)F. The product is O=C1CC=C(c2ccc(F)cc2)CC1. Reactants: BrC=1C=C(C=CC1)C1(N=C(OC1)N)C=1C=CC2=C(CCO2)C1 (4-(3-bromo-phenyl)-4-(2,3-dihydro-benzofuran-5-yl)-4,5-dihydro-oxazol-2-ylamine), CC(C)([O-])C.[Na+] (sodium tert-butoxide), C(C)(C)(C)P(C1=C(C=CC=C1)C1=C(C=C(C=C1CCC)CCC)CCC)C(C)(C)C (2-di-t-butylphosphino-2′,4′,6′-tri-1-propyl-1,1′biphenyl), COC=1C=C(N)C=CC1 (3-methoxyaniline). The reagents and catalysts are C=1C=CC(=CC1)/C=C/C(=O)/C=C/C2=CC=CC=C2.C=1C=CC(=CC1)/C=C/C(=O)/C=C/C2=CC=CC=C2.C=1C=CC(=CC1)/C=C/C(=O)/C=C/C2=CC=CC=C2.[Pd].[Pd] (tris(dibenzylideneacetone)dipalladium). Solvent: C(C)(=O)OCC (ethyl acetate), O (water), C1(=CC=CC=C1)C (toluene). Conditions: temperature 100 celsius, time 16 hour. Yields the product O1CCC2=C1C=CC(=C2)C2(N=C(OC2)N)C2=CC(=CC=C2)NC2=CC(=CC=C2)OC (4-(2,3-Dihydro-benzofuran-5-yl)-4-[3-(3-methoxy-phenylamino)-phenyl]-4,5-dihydro-oxazol-2-ylamine). Reaction SMILES: Br[C:2]1[CH:3]=[C:4]([C:8]2([C:14]3[CH:15]=[CH:16][C:17]4[O:21][CH2:20][CH2:19][C:18]=4[CH:22]=3)[CH2:12][O:11][C:10]([NH2:13])=[N:9]2)[CH:5]=[CH:6][CH:7]=1.CC(C)([O-])C.[Na+].C(P(C(C)(C)C)C1C=CC=CC=1C1C(CCC)=CC(CCC)=CC=1CCC)(C)(C)C.[CH3:59][O:60][C:61]1[CH:62]=[C:63]([CH:65]=[CH:66][CH:67]=1)[NH2:64]>C1C=CC(/C=C/C(/C=C/C2C=CC=CC=2)=O)=CC=1.C1C=CC(/C=C/C(/C=C/C2C=CC=CC=2)=O)=CC=1.C1C=CC(/C=C/C(/C=C/C2C=CC=CC=2)=O)=CC=1.[Pd].[Pd].C(OCC)(=O)C.O.C1(C)C=CC=CC=1>[O:21]1[C:17]2[CH:16]=[CH:15][C:14]([C:8]3([C:4]4[CH:5]=[CH:6][CH:7]=[C:2]([NH:64][C:63]5[CH:65]=[CH:66][CH:67]=[C:61]([O:60][CH3:59])[CH:62]=5)[CH:3]=4)[CH2:12][O:11][C:10]([NH2:13])=[N:9]3)=[CH:22][C:18]=2[CH2:19][CH2:20]1 |f:1.2,5.6.7.8.9|. Procedure: A microwave tube was charged with 4-(3-bromo-phenyl)-4-(2,3-dihydro-benzofuran-5-yl)-4,5-dihydro-oxazol-2-ylamine (Building Block K, 167 mg, 0.467 mmol, 1.0 eq), sodium tert-butoxide (89 mg, 0.933 mmol, 2.0 eq.), 2-di-t-butylphosphino-2′,4′,6′-tri-1-propyl-1,1′biphenyl (18 mg, 0.042 mmol, 0.042 eq.), tris(dibenzylideneacetone)dipalladium (10 mg, 0.012 mmol, 0.025 eq.) and 3-methoxyaniline (115 mg, 0.933 mmol, 2.0 eq.). After three vacuum-nitrogen cycles, toluene was introduced (1 mL), the tube w... Starting materials: Br, Br[Cu]Br, O=N[O-], Nc1cc(C(=O)O)cc(C(F)(F)F)c1, [Na+], O. Product: O=C(O)c1cc(Br)cc(C(F)(F)F)c1. RXN SMILES: [BrH:19].[Cu:21]([Br:22])[Br:23].[N:15]([O-:16])=[O:17].[NH2:1][c:2]1[cH:3][c:4]([C:5](=[O:6])[OH:7])[cH:8][c:9]([C:11]([F:12])([F:13])[F:14])[cH:10]1.[Na+:18].[OH2:20]>>[c:2]1([Br:19])[cH:3][c:4]([C:5](=[O:6])[OH:7])[cH:8][c:9]([C:11]([F:12])([F:13])[F:14])[cH:10]1.